Task: describe an organic reaction: reactants, conditions, products, and yield. Dataset: the Open Reaction Database (ORD), a public repository of structured organic reaction records Starting materials: O=C([O-])[O-], COCCOC, Cl, O=S(=O)(OCC(F)(F)C(F)F)C(F)(F)F, N#CC(C#N)CC(F)(F)C(F)(F)C(F)(F)C(F)F, [K+], [K+]. Yields the product N#CC(C#N)(CC(F)(F)C(F)F)CC(F)(F)C(F)(F)C(F)(F)C(F)F. Reaction SMILES: [C:34](=[O:35])([O-:36])[O-:37].[CH3:41][O:42][CH2:43][CH2:44][O:45][CH3:46].[ClH:40].[F:19][C:20]([F:21])([F:22])[S:23]([O:24][CH2:25][C:26]([CH:27]([F:28])[F:29])([F:30])[F:31])(=[O:32])=[O:33].[F:1][C:2]([CH2:3][CH:4]([C:5]#[N:6])[C:7]#[N:8])([C:9]([C:10]([CH:11]([F:12])[F:13])([F:14])[F:15])([F:16])[F:17])[F:18].[K+:38].[K+:39]>>[F:1][C:2]([CH2:3][C:4]([C:5]#[N:6])([C:7]#[N:8])[CH2:25][C:26]([CH:27]([F:28])[F:29])([F:30])[F:31])([C:9]([C:10]([CH:11]([F:12])[F:13])([F:14])[F:15])([F:16])[F:17])[F:18]. The reactants are FC(C(F)(F)F)OC1=CC=C(C=C1)N1C(OCC1)=O (N-(4'-tetrafluoroethoxyphenyl)-oxazolidin-2-on), [N+](=O)(O)[O-] (nitric acid). Solvent: S(O)(O)(=O)=O (sulfuric acid), S(O)(O)(=O)=O (sulfuric acid). The product is [N+](=O)([O-])C1=C(C=CC(=C1)OC(C(F)(F)F)F)N1C(OCC1)=O (N-(2'-nitro-4'-tetrafluoroethoxyphenyl)-oxazolidin-2-on). Reaction SMILES: [F:1][CH:2]([O:7][C:8]1[CH:13]=[CH:12][C:11]([N:14]2[CH2:18][CH2:17][O:16][C:15]2=[O:19])=[CH:10][CH:9]=1)[C:3]([F:6])([F:5])[F:4].[N+:20]([O-])([OH:22])=[O:21]>S(=O)(=O)(O)O>[N+:20]([C:12]1[CH:13]=[C:8]([O:7][CH:2]([F:1])[C:3]([F:5])([F:4])[F:6])[CH:9]=[CH:10][C:11]=1[N:14]1[CH2:18][CH2:17][O:16][C:15]1=[O:19])([O-:22])=[O:21]. Procedure details: 2.79 g (10 mmoles) of the oxazolidinon of Step 2 are dissolved in 7 ml concentrated sulfuric acid and nitrated at 0° C. with a mixture of 0.43 ml (10 mmoles) fuming nitric acid and 3.6 ml concentrated sulfuric acid. Yield: 17.0%. The product is C(C1=CC=CC=C1)NC(=O)C1=C(N=C(S1)NC(CC1=CC=CC=C1)=O)C (4-Methyl-2-phenylacetylaminothiazole-5-carboxylic Acid Benzylamide). The reactants are C1(=CC=CC=C1)CC(=O)Cl (phenylacetyl chloride), C(C1=CC=CC=C1)NC(=O)C1=C(N=C(S1)N)C (2-amino-4-methylthiazole-5-carboxylic acid benzylamide). As a reaction SMILES: [C:1]1([CH2:7][C:8](Cl)=[O:9])[CH:6]=[CH:5][CH:4]=[CH:3][CH:2]=1.[CH2:11]([NH:18][C:19]([C:21]1[S:25][C:24]([NH2:26])=[N:23][C:22]=1[CH3:27])=[O:20])[C:12]1[CH:17]=[CH:16][CH:15]=[CH:14][CH:13]=1>>[CH2:11]([NH:18][C:19]([C:21]1[S:25][C:24]([NH:26][C:8](=[O:9])[CH2:7][C:1]2[CH:6]=[CH:5][CH:4]=[CH:3][CH:2]=2)=[N:23][C:22]=1[CH3:27])=[O:20])[C:12]1[CH:17]=[CH:16][CH:15]=[CH:14][CH:13]=1. Procedure details: Following the procedure as described in Example 2, making variations only as required to use phenylacetyl chloride in place of benzoyl chloride to react with 2-amino-4-methylthiazole-5-carboxylic acid benzylamide, the title compound was obtained as a white solid in 17% yield; m.p. 63-65° C.; 1H NMR (CDCl3, 300 MHz) δ 7.39-7.23 (m, 10H), 5.95 (s, 1H), 4.56 (d, J=5.4 Hz, 2H), 3.79 (s, 2H), 2.54 (s, 3H); MS (ES+) m/z 366.1 (M+1). Reactants: COC(COC1=CC2=C(C(=CC=C2C=C1)OCCCOCCCBr)C(C)=O)=O ([[8-acetyl-7-[3-(3-bromopropoxy)propoxy]-2-naphthalenyl]oxy]acetic acid methyl ester), OC1=C(C=CC(=C1CCC)O)C(C)=O (1-(2,4-dihydroxy-3-propylphenyl)ethanone), C([O-])([O-])=O.[K+].[K+] (potassium carbonate). The solvent is CC(=O)C (acetone), CN(C=O)C (dimethylformamide). The product is COC(COC1=CC2=C(C(=CC=C2C=C1)OCCCOCCCOC1=C(C(=C(C=C1)C(C)=O)O)CCC)C(C)=O)=O ([[8-acetyl-7-[3-[3-(4-acetyl-3-hydroxy-2-propylphenoxy)propoxy]propoxy]-2-naphthalenyl]oxy]acetic acid methyl ester). Yield: 55.5%. Reaction SMILES: [CH3:1][O:2][C:3](=[O:28])[CH2:4][O:5][C:6]1[CH:15]=[CH:14][C:13]2[C:8](=[C:9]([C:25](=[O:27])[CH3:26])[C:10]([O:16][CH2:17][CH2:18][CH2:19][O:20][CH2:21][CH2:22][CH2:23]Br)=[CH:11][CH:12]=2)[CH:7]=1.[OH:29][C:30]1[C:35]([CH2:36][CH2:37][CH3:38])=[C:34]([OH:39])[CH:33]=[CH:32][C:31]=1[C:40](=[O:42])[CH3:41].C(=O)([O-])[O-].[K+].[K+]>CC(C)=O.CN(C)C=O>[CH3:1][O:2][C:3](=[O:28])[CH2:4][O:5][C:6]1[CH:15]=[CH:14][C:13]2[C:8](=[C:9]([C:25](=[O:27])[CH3:26])[C:10]([O:16][CH2:17][CH2:18][CH2:19][O:20][CH2:21][CH2:22][CH2:23][O:39][C:34]3[CH:33]=[CH:32][C:31]([C:40](=[O:42])[CH3:41])=[C:30]([OH:29])[C:35]=3[CH2:36][CH2:37][CH3:38])=[CH:11][CH:12]=2)[CH:7]=1 |f:2.3.4|. Reported procedure: A mixture of 1.73 g of [[8-acetyl-7-[3-(3-bromopropoxy)propoxy]-2-naphthalenyl]oxy]acetic acid methyl ester, 0.89 g of 1-(2,4-dihydroxy-3-propylphenyl)ethanone and 0.79 g of anhydrous potassium carbonate in 33 ml of anhydrous acetone and 11 ml of anhydrous dimethylformamide was stirred at reflux for 18 hours. The mixture was filtered and filtrate was concentrated in vacuo to an oil. Purification by high pressure liquid chromatography (10% ethyl acetate-toluene) gave 1.2 g (56%) of [[8-acetyl-7-[... The reactants are ClC1=C(COC=2C=CC=C3C=CC(=NC23)C)C(=CC=C1N(C)C(CCC(=O)OC)=O)Cl (8-[2,6-dichloro-3-[N-(3-methoxycarbonylpropionyl)-N-methylamino]benzyloxy]-2-methylquinoline), aqueous solution, [OH-].[Na+] (sodium hydroxide), Cl (hydrochloric acid). Solvent: CO (methanol), C(Cl)(Cl)Cl (chloroform). The product is C(=O)(O)CCC(=O)N(C)C=1C(=C(COC=2C=CC=C3C=CC(=NC23)C)C(=CC1)Cl)Cl (8-[3-[N-(3-carboxypropionyl)-N-methylamino]-2,6-dichlorobenzyloxy]-2-methylquinoline). Isolated yield 82.4%. Reaction SMILES: [Cl:1][C:2]1[C:20]([N:21]([C:23](=[O:30])[CH2:24][CH2:25][C:26]([O:28]C)=[O:27])[CH3:22])=[CH:19][CH:18]=[C:17]([Cl:31])[C:3]=1[CH2:4][O:5][C:6]1[CH:7]=[CH:8][CH:9]=[C:10]2[C:15]=1[N:14]=[C:13]([CH3:16])[CH:12]=[CH:11]2.[OH-].[Na+].Cl>CO.C(Cl)(Cl)Cl>[C:26]([CH2:25][CH2:24][C:23]([N:21]([C:20]1[C:2]([Cl:1])=[C:3]([C:17]([Cl:31])=[CH:18][CH:19]=1)[CH2:4][O:5][C:6]1[CH:7]=[CH:8][CH:9]=[C:10]2[C:15]=1[N:14]=[C:13]([CH3:16])[CH:12]=[CH:11]2)[CH3:22])=[O:30])([OH:28])=[O:27] |f:1.2|. Procedure details: To a solution of 8-[2,6-dichloro-3-[N-(3-methoxycarbonylpropionyl)-N-methylamino]benzyloxy]-2-methylquinoline (303 mg) in methanol (3 ml) was added 1N aqueous solution of sodium hydroxide (1.0 ml) at ambient temperature. The mixture was stirred for 1 hour and neutralized to pH 4 with 1N hydrochloric acid. The reaction mixture was diluted with chloroform and washed with water. The aqueous layer was saturated with sodium chloride and extracted with chloroform. The combined organic layers were drie... The reactants are C(CCC)[Li] (n-butyl lithium), C(C)(C)NC(C)C (diisopropylamine), CC1(C(CC(CC1)(C)C)=O)C (2,2,5,5-tetramethylcyclohexanone), CI (methyl iodide). The solvent is COCCOC (ethylene glycol dimethyl ether), COCCOC (ethylene glycol dimethyl ether). Conditions: temperature 0 celsius, time 30 minute. The product is CC1(C(C(C(CC1)(C)C)C)=O)C (2,2,5,5,6-pentamethylcyclohexanone). As a reaction SMILES: [CH2:1]([Li])CCC.C(NC(C)C)(C)C.[CH3:13][C:14]1([CH3:23])[CH2:19][CH2:18][C:17]([CH3:21])([CH3:20])[CH2:16][C:15]1=[O:22].CI>COCCOC>[CH3:13][C:14]1([CH3:23])[CH2:19][CH2:18][C:17]([CH3:21])([CH3:20])[CH:16]([CH3:1])[C:15]1=[O:22]. Reported procedure: 106.9 ml of n-butyl lithium (2 molar in hexane) are added dropwise while cooling with ice to a solution of 21.6 g of diisopropylamine in 340 ml of ethylene glycol dimethyl ether. After stirring for 30 minutes at 0° C., a solution of 23.2 g of 2,2,5,5-tetramethylcyclohexanone in 100 ml of ethylene glycol dimethyl ether is added while cooling with ice. The mixture is stirred at room temperature for a further 45 minutes, again cooled to 0° C. and 213.9 g of methyl iodide are added thereto rapidly. ...